Dataset: the Open Reaction Database (ORD), a public repository of structured organic reaction records. Task: describe an organic reaction: reactants, conditions, products, and yield Starting materials: NC1=C(C=CC2=CC=CC=C12)O (1-Amino-2-naphthol), BrCC(=O)Cl (bromoacetyl chloride). The product is N1C2=C(OCC1=O)C=CC1=CC=CC=C12 (1H-naphtho[2,1-b][1,4]oxazin-2(3H)-one). RXN SMILES: [NH2:1][C:2]1[C:11]2[C:6](=[CH:7][CH:8]=[CH:9][CH:10]=2)[CH:5]=[CH:4][C:3]=1[OH:12].Br[CH2:14][C:15](Cl)=[O:16]>>[NH:1]1[C:15](=[O:16])[CH2:14][O:12][C:3]2[CH:4]=[CH:5][C:6]3[C:11]([C:2]1=2)=[CH:10][CH:9]=[CH:8][CH:7]=3. Procedure: 1-Amino-2-naphthol and bromoacetyl chloride are reacted in the same manner as described in Example 32 to give 1H-naphtho[2,1-b][1,4]oxazin-2(3H)-one.